From a dataset of the Open Reaction Database (ORD), a public repository of structured organic reaction records. describe an organic reaction: reactants, conditions, products, and yield Starting materials: BrB(Br)Br, COC(=O)CBr, O=C([O-])[O-], ClCCl, CC#N, [I-], [K+], [K+], [K+], COc1cccc(CC2CCC=C2c2nc(-c3ccccc3)c(-c3ccccc3)o2)c1, Oc1cccc(CC2CCC=C2c2nc(-c3ccccc3)c(-c3ccccc3)o2)c1. The product is COC(=O)COc1cccc(CC2CCC=C2c2nc(-c3ccccc3)c(-c3ccccc3)o2)c1. RXN SMILES: [B:32]([Br:33])([Br:34])[Br:35].[Br:72][CH2:73][C:74](=[O:75])[O:76][CH3:77].[C:66](=[O:67])([O-:68])[O-:69].[CH2:80]([Cl:81])[Cl:82].[CH3:83][C:84]#[N:85].[I-:79].[K+:70].[K+:71].[K+:78].[c:1]1(-[c:7]2[n:8][c:9]([C:18]3=[CH:19][CH2:20][CH2:21][CH:22]3[CH2:23][c:24]3[cH:25][c:26]([O:30][CH3:31])[cH:27][cH:28][cH:29]3)[o:10][c:11]2-[c:12]2[cH:13][cH:14][cH:15][cH:16][cH:17]2)[cH:2][cH:3][cH:4][cH:5][cH:6]1.[c:36]1(-[c:37]2[n:38][c:39]([C:40]3=[CH:52][CH2:51][CH2:50][CH:41]3[CH2:42][c:43]3[cH:44][cH:45][cH:46][c:47]([OH:48])[cH:49]3)[o:53][c:54]2-[c:55]2[cH:56][cH:57][cH:58][cH:59][cH:60]2)[cH:61][cH:62][cH:63][cH:64][cH:65]1>>[c:1]1(-[c:7]2[n:8][c:9]([C:18]3=[CH:19][CH2:20][CH2:21][CH:22]3[CH2:23][c:24]3[cH:25][c:26]([O:30][CH2:31][C:74](=[O:75])[O:76][CH3:77])[cH:27][cH:28][cH:29]3)[o:10][c:11]2-[c:12]2[cH:13][cH:14][cH:15][cH:16][cH:17]2)[cH:2][cH:3][cH:4][cH:5][cH:6]1.